Dataset: the Open Reaction Database (ORD), a public repository of structured organic reaction records. Task: describe an organic reaction: reactants, conditions, products, and yield Reactants: CC(C)=O, CI, [Na+], [Na+], O=C([O-])[O-], Sc1ncnc(-c2ccccn2)n1. Yields the product CSc1ncnc(-c2ccccn2)n1. Reaction SMILES: [CH3:22][C:23](=[O:24])[CH3:25].[I:20][CH3:21].[Na+:14].[Na+:15].[O-:16][C:17](=[O:18])[O-:19].[n:1]1[c:2](-[c:7]2[n:8][c:9]([SH:13])[n:10][cH:11][n:12]2)[cH:3][cH:4][cH:5][cH:6]1>>[n:1]1[c:2](-[c:7]2[n:8][c:9]([S:13][CH3:17])[n:10][cH:11][n:12]2)[cH:3][cH:4][cH:5][cH:6]1. Starting materials: BrC=1C2=C(C=NC1)C(CC2)NS(=O)(=O)CC ((rac)-N-(4-bromo-6,7-dihydro-5H-cyclopenta[c]pyridin-7-yl)ethanesulfonamide), FC=1C=C(C=CC1C(F)(F)F)B(O)O (3-fluoro-4-(trifluoromethyl)phenylboronic acid). Yields the product FC=1C=C(C=CC1C(F)(F)F)C=1C2=C(C=NC1)C(CC2)NS(=O)(=O)CC ((rac)-N-(4-(3-Fluoro-4-(trifluoromethyl)phenyl)-6,7-dihydro-5H-cyclopenta[c]pyridin-7-yl)ethanesulfonamide). Yield: 72.0%. Reaction SMILES: Br[C:2]1[C:3]2[CH2:10][CH2:9][CH:8]([NH:11][S:12]([CH2:15][CH3:16])(=[O:14])=[O:13])[C:4]=2[CH:5]=[N:6][CH:7]=1.[F:17][C:18]1[CH:19]=[C:20](B(O)O)[CH:21]=[CH:22][C:23]=1[C:24]([F:27])([F:26])[F:25]>>[F:17][C:18]1[CH:19]=[C:20]([C:2]2[C:3]3[CH2:10][CH2:9][CH:8]([NH:11][S:12]([CH2:15][CH3:16])(=[O:14])=[O:13])[C:4]=3[CH:5]=[N:6][CH:7]=2)[CH:21]=[CH:22][C:23]=1[C:24]([F:25])([F:26])[F:27]. Reported procedure: In analogy to the procedure described for the preparation of example 1, (rac)-N-(4-bromo-6,7-dihydro-5H-cyclopenta[c]pyridin-7-yl)ethanesulfonamide (intermediate A-7) was reacted with 3-fluoro-4-(trifluoromethyl)phenylboronic acid to give the title compound as off-white solid in 72% yield. MS: 389.1 (M+H+). Reactants: FC(S(=O)(=O)OS(=O)(=O)C(F)(F)F)(F)F (trifluoromethanesulfonic anhydride), COC1=CC=C(C=N1)N1N=C(C=C1C1=CC=C(C=C1)O)OCC(F)(F)F (4-[1-(6-methoxy-3-pyridinyl)-3-(2,2,2-trifluoroethoxy)-1H-pyrazol-5-yl]phenol), N1=CC=CC=C1 (pyridine). The solvent is C(Cl)Cl (CH2Cl2). Run at time 1 hour. Product: FC(S(=O)(=O)OC1=CC=C(C=C1)C1=CC(=NN1C=1C=NC(=CC1)OC)OCC(F)(F)F)(F)F (4-[l-(6-methoxy-3-pyridinyl)-3-(2,2,2-trifluoro-ethoxy)-1H-pyrazol-5-yl]phenyl trifluoromethane-sulfonate). Reaction SMILES: FC(F)(F)S([O:6][S:7]([C:10]([F:13])([F:12])[F:11])(=[O:9])=[O:8])(=O)=O.[CH3:16][O:17][C:18]1[N:23]=[CH:22][C:21]([N:24]2[C:28]([C:29]3[CH:34]=[CH:33][C:32](O)=[CH:31][CH:30]=3)=[CH:27][C:26]([O:36][CH2:37][C:38]([F:41])([F:40])[F:39])=[N:25]2)=[CH:20][CH:19]=1.N1C=CC=CC=1>C(Cl)Cl>[F:13][C:10]([F:11])([F:12])[S:7]([O:6][C:32]1[CH:31]=[CH:30][C:29]([C:28]2[N:24]([C:21]3[CH:22]=[N:23][C:18]([O:17][CH3:16])=[CH:19][CH:20]=3)[N:25]=[C:26]([O:36][CH2:37][C:38]([F:40])([F:39])[F:41])[CH:27]=2)=[CH:34][CH:33]=1)(=[O:8])=[O:9]. Reported procedure: A solution of trifluoromethanesulfonic anhydride (207 μl) in CH2Cl2 (1 mg) was added to a solution of 4-[1-(6-methoxy-3-pyridinyl)-3-(2,2,2-trifluoroethoxy)-1H-pyrazol-5-yl]phenol (300 mg) and pyridine (199 μl) in CH2C12 (3 ml) under ice-bath cooling. The mixture was stirred at same temperature for 1 hour. The reaction was quenched by adding saturated aqueous ammonium chloride solution (5 ml) The mixture was partitioned between AcOEt and 1M HCl. The mixture was washed with saturated aqueous sodi... Starting materials: ClN1C(CCC1=O)=O (N-chlorosuccinimide), C(C)(C)(C)N (t-butylamine), COC=1C=C(C=CC1)N1S(C2=C(C=C1CO)C=CS2)(=O)=O (2-(3-Methoxyphenyl)-2H-thieno[3,2-e]-1,2-thiazine-3-methanol 1,1-dioxide), C(CCC)[Li] (n-butyllithium), S(=O)=O (sulfur dioxide). Solvent: C1CCOC1 (THF). Conditions: time 1 hour. Yields the product ClCC=1N(S(C2=C(C1)C=C(S2)S(=O)(=O)NC(C)(C)C)(=O)=O)C2=CC(=CC=C2)OC (3-Chloromethyl-N-(1,1-dimethylethyl)-2-(3-methoxyphenyl)-2H-thieno[3,2-e]-1,2-thiazine-6-sulfonamide 1,1-dioxide). The yield is 62.0%. Reaction SMILES: [CH3:1][O:2][C:3]1[CH:4]=[C:5]([N:9]2[C:14]([CH2:15]O)=[CH:13][C:12]3[CH:17]=[CH:18][S:19][C:11]=3[S:10]2(=[O:21])=[O:20])[CH:6]=[CH:7][CH:8]=1.C([Li])CCC.[S:27](=[O:29])=[O:28].[Cl:30]N1C(=O)CCC1=O.[C:38]([NH2:42])([CH3:41])([CH3:40])[CH3:39]>C1COCC1>[Cl:30][CH2:15][C:14]1[N:9]([C:5]2[CH:6]=[CH:7][CH:8]=[C:3]([O:2][CH3:1])[CH:4]=2)[S:10](=[O:21])(=[O:20])[C:11]2[S:19][C:18]([S:27]([NH:42][C:38]([CH3:41])([CH3:40])[CH3:39])(=[O:29])=[O:28])=[CH:17][C:12]=2[CH:13]=1. Procedure: To a solution of the product from Example 18, Step D (4.81 g, 14.89 mmol) in anhydrous THF (80 mL) under nitrogen at -70° C. was added n-butyllithium (2.5M, 14.89 mL, 37.22 mmol) over 5 min. After stirring for 1 h, a stream of sulfur dioxide was passed over the surface of the reaction mixture for about 5 min. The mixture was warmed to ambient temperature and evaporated to a residue which was mixed with methylene chloride (250 mL). This suspension was cooled on an ice bath and N-chlorosuccinimide... Starting materials: [F-].C(CCC)[N+](CCCC)(CCCC)CCCC (tetrabutylammonium fluoride), C1CCOC1 (THF), C(C)(C)(C)[Si](OC(C(F)(F)F)(C(F)(F)F)C1=CC=C(C=C1)C(C)S(=O)(=O)C1=CC=CC=C1)(C)C (Tert-Butyl(dimethyl)[2,2,2-trifluoro-1-{4-[1-(phenylsulfonyl)ethyl]phenyl}-1-(trifluoromethyl)ethoxy]silane), C1CCOC1 (THF). Reaction conditions: temperature 0 celsius, time 30 minute. Yields the product C(=O)(C(F)(F)F)O (TFA), FC(C(C(F)(F)F)(O)C1=CC=C(C=C1)C(C)S(=O)(=O)C1=CC=CC=C1)(F)F (1,1,1,3,3,3-Hexafluoro-2-{4-[1-(phenylsulfonyl)ethyl]phenyl}propan-2-ol). Yield: 86.0%. RXN SMILES: C([Si](C)(C)[O:6][C:7]([C:16]1[CH:21]=[CH:20][C:19]([CH:22]([S:24]([C:27]2[CH:32]=[CH:31][CH:30]=[CH:29][CH:28]=2)(=[O:26])=[O:25])[CH3:23])=[CH:18][CH:17]=1)([C:12]([F:15])([F:14])[F:13])[C:8]([F:11])([F:10])[F:9])(C)(C)C.[F-].C([N+](CCCC)(CCCC)CCCC)CCC.C1C[O:56]CC1>>[C:7]([OH:6])([C:12]([F:15])([F:14])[F:13])=[O:56].[F:11][C:8]([F:9])([F:10])[C:7]([C:16]1[CH:17]=[CH:18][C:19]([CH:22]([S:24]([C:27]2[CH:32]=[CH:31][CH:30]=[CH:29][CH:28]=2)(=[O:25])=[O:26])[CH3:23])=[CH:20][CH:21]=1)([OH:6])[C:12]([F:15])([F:14])[F:13] |f:1.2|. Procedure: The product from step 2 (120 mg, 0.23 mmol) was dissolved in anhydrous THF (2 mL) under argon and cooled to 0° C. 1 M tetrabutylammonium fluoride solution in THF (0.5 mL, 0.5 mmol) was added and the reaction stirred for 30 min. The reaction was quenched at 0° C. with saturated NH4Cl and diluted with ethyl acetate. The layers were separated and the organic phase was washed with brine, dried (MgSO4), and concentrated in vacuo. Purification by reverse phase HPLC using a gradient elution of 60:40H2O... Reactants: CC=1C(=CC=2C3=C(C(NC2C1)=O)C=NN3C3CCOCC3)C(=O)N3C[C@@H](CCC3)C(=O)OCC (ethyl (3R)-1-{[7-methyl-4-oxo-1-(tetrahydro-2H-pyran-4-yl)-4,5-dihydro-1H-pyrazolo[4,3-c]quinolin-8-yl]carbonyl}piperidine-3-carboxylate), C(C)O (ethanol), [OH-].[Na+] (sodium hydroxide), O (water). The solvent is C(C)(=O)OCC (ethyl acetate). Reaction conditions: temperature 70 celsius, time 9 hour. Product: CC=1C(=CC=2C3=C(C(NC2C1)=O)C=NN3C3CCOCC3)C(=O)N3C[C@@H](CCC3)C(=O)O ((3R)-1-{[7-methyl-4-oxo-1-(tetrahydro-2H-pyran-4-yl)-4,5-dihydro-1H-pyrazolo[4,3-c]quinolin-8-yl]carbonyl}piperidine-3-carboxylic acid). Isolated yield 79.5%. RXN SMILES: [CH3:1][C:2]1[C:3]([C:22]([N:24]2[CH2:29][CH2:28][CH2:27][C@@H:26]([C:30]([O:32]CC)=[O:31])[CH2:25]2)=[O:23])=[CH:4][C:5]2[C:6]3[N:15]([CH:16]4[CH2:21][CH2:20][O:19][CH2:18][CH2:17]4)[N:14]=[CH:13][C:7]=3[C:8](=[O:12])[NH:9][C:10]=2[CH:11]=1.C(O)C.[OH-].[Na+].O>C(OCC)(=O)C>[CH3:1][C:2]1[C:3]([C:22]([N:24]2[CH2:29][CH2:28][CH2:27][C@@H:26]([C:30]([OH:32])=[O:31])[CH2:25]2)=[O:23])=[CH:4][C:5]2[C:6]3[N:15]([CH:16]4[CH2:17][CH2:18][O:19][CH2:20][CH2:21]4)[N:14]=[CH:13][C:7]=3[C:8](=[O:12])[NH:9][C:10]=2[CH:11]=1 |f:2.3|. Procedure: To 95 mg of ethyl (3R)-1-{[7-methyl-4-oxo-1-(tetrahydro-2H-pyran-4-yl)-4,5-dihydro-1H-pyrazolo[4,3-c]quinolin-8-yl]carbonyl}piperidine-3-carboxylate were added 5 mL of ethanol and 200 μL of a 3 M aqueous sodium hydroxide solution, followed by stirring at 70° C. for 9 hours. The reaction mixture was cooled, and water and ethyl acetate were added thereto, and then the organic layer was separated. The aqueous layer was adjusted to about pH 4 with 1 mL of 1 M hydrochloric acid, then the solution was...